This data is from the Open Reaction Database (ORD), a public repository of structured organic reaction records. The task is: describe an organic reaction: reactants, conditions, products, and yield Reactants: CN(C)C=O, ClC(c1ccccc1)(c1ccccc1)c1ccccc1, O=C(O)C=Cc1c[nH]cn1. The product is O=C(O)C=Cc1cn(C(c2ccccc2)(c2ccccc2)c2ccccc2)cn1. RXN SMILES: [CH3:31][N:32]([CH3:33])[CH:34]=[O:35].[Cl:11][C:12]([c:13]1[cH:14][cH:15][cH:16][cH:17][cH:18]1)([c:19]1[cH:20][cH:21][cH:22][cH:23][cH:24]1)[c:25]1[cH:26][cH:27][cH:28][cH:29][cH:30]1.[nH:1]1[cH:2][n:3][c:4]([CH:6]=[CH:7][C:8](=[O:9])[OH:10])[cH:5]1>>[n:1]1([C:12]([c:13]2[cH:14][cH:15][cH:16][cH:17][cH:18]2)([c:19]2[cH:20][cH:21][cH:22][cH:23][cH:24]2)[c:25]2[cH:26][cH:27][cH:28][cH:29][cH:30]2)[cH:2][n:3][c:4]([CH:6]=[CH:7][C:8](=[O:9])[OH:10])[cH:5]1.